This data is from the Open Reaction Database (ORD), a public repository of structured organic reaction records. The task is: describe an organic reaction: reactants, conditions, products, and yield Starting materials: Cc1ccc(Br)cc1C=O, OB(O)c1ccncc1. Product: Cc1ccc(-c2ccncc2)cc1C=O. RXN SMILES: [Br:10][c:11]1[cH:12][cH:13][c:14]([CH3:19])[c:15]([CH:16]=[O:17])[cH:18]1.[n:1]1[cH:2][cH:3][c:4]([B:7]([OH:8])[OH:9])[cH:5][cH:6]1>>[n:1]1[cH:2][cH:3][c:4](-[c:11]2[cH:12][cH:13][c:14]([CH3:19])[c:15]([CH:16]=[O:17])[cH:18]2)[cH:5][cH:6]1. The reactants are CC[N+](CC)(CC)Cc1ccccc1, CN(C)CCCl, Cc1ccccc1, [Cl-], Cl, OCc1nc2c(s1)-c1ccccc1Sc1ccc(F)cc1-2, [Na+], [OH-], O. Product: CN(C)CCOCc1nc2c(s1)-c1ccccc1Sc1ccc(F)cc1-2. As a reaction SMILES: [CH2:32]([N+:33]([CH2:34][CH3:35])([CH2:36][CH3:37])[CH2:38][CH3:39])[c:40]1[cH:41][cH:42][cH:43][cH:44][cH:45]1.[CH3:2][N:3]([CH2:4][CH2:5][Cl:6])[CH3:7].[CH3:46][c:47]1[cH:48][cH:49][cH:50][cH:51][cH:52]1.[Cl-:31].[ClH:1].[F:8][c:9]1[cH:10][c:11]2[c:12]([cH:27][cH:28]1)[S:13][c:14]1[c:15]([cH:23][cH:24][cH:25][cH:26]1)-[c:16]1[s:17][c:18]([CH2:21][OH:22])[n:19][c:20]1-2.[Na+:30].[OH-:29].[OH2:53]>>[CH3:2][N:3]([CH2:4][CH2:5][O:22][CH2:21][c:18]1[s:17][c:16]2[c:20]([n:19]1)-[c:11]1[cH:10][c:9]([F:8])[cH:28][cH:27][c:12]1[S:13][c:14]1[c:15]-2[cH:23][cH:24][cH:25][cH:26]1)[CH3:7].